This data is from the Open Reaction Database (ORD), a public repository of structured organic reaction records. The task is: describe an organic reaction: reactants, conditions, products, and yield The reactants are COc1ccc(C2=Cc3ccc(OC)cc3C3CCCCC23)cc1, CCO, C1CCOC1. Yields the product COc1ccc(C2Cc3ccc(OC)cc3C3CCCCC23)cc1. RXN SMILES: [CH3:1][O:2][c:3]1[cH:4][c:5]2[c:14]([cH:15][cH:16]1)[CH:13]=[C:12]([c:17]1[cH:18][cH:19][c:20]([O:23][CH3:24])[cH:21][cH:22]1)[CH:11]1[CH:6]2[CH2:7][CH2:8][CH2:9][CH2:10]1.[CH3:25][CH2:26][OH:27].[O:28]1[CH2:29][CH2:30][CH2:31][CH2:32]1>>[CH3:1][O:2][c:3]1[cH:4][c:5]2[c:14]([cH:15][cH:16]1)[CH2:13][CH:12]([c:17]1[cH:18][cH:19][c:20]([O:23][CH3:24])[cH:21][cH:22]1)[CH:11]1[CH:6]2[CH2:7][CH2:8][CH2:9][CH2:10]1. Reactants: CC(=O)O[BH-](OC(C)=O)OC(C)=O, O=C1CCCc2c1[nH]c1ccccc21, NCc1ccccc1, CC(=O)O, CCOCC, CC(Cl)Cl, Cl, [Na+]. Product: c1ccc(CNC2CCCc3c2[nH]c2ccccc32)cc1, Cl. As a reaction SMILES: [C:15]([O:16][BH-:17]([O:18][C:19](=[O:20])[CH3:21])[O:22][C:23](=[O:24])[CH3:25])(=[O:26])[CH3:27].[C:1]1(=[O:14])[CH2:2][CH2:3][CH2:4][c:5]2[c:6]3[cH:7][cH:8][cH:9][cH:10][c:11]3[nH:12][c:13]21.[CH2:33]([c:34]1[cH:35][cH:36][cH:37][cH:38][cH:39]1)[NH2:40].[CH3:29][C:30](=[O:31])[OH:32].[CH3:46][CH2:47][O:48][CH2:49][CH3:50].[Cl:42][CH:43]([Cl:44])[CH3:45].[ClH:41].[Na+:28]>>[CH:1]1([NH:40][CH2:33][c:34]2[cH:35][cH:36][cH:37][cH:38][cH:39]2)[CH2:2][CH2:3][CH2:4][c:5]2[c:6]3[cH:7][cH:8][cH:9][cH:10][c:11]3[nH:12][c:13]21.[ClH:41]. Starting materials: COC(=O)c1ccc(OC)c(OC2CCCC2)c1NC(C)=O, [H-], CI, [Na+], C1CCOC1. The product is COC(=O)c1ccc(OC)c(OC2CCCC2)c1N(C)C(C)=O. As a reaction SMILES: [C:1]([CH3:2])(=[O:3])[NH:4][c:5]1[c:6]([C:7](=[O:8])[O:9][CH3:10])[cH:11][cH:12][c:13]([O:21][CH3:22])[c:14]1[O:15][CH:16]1[CH2:17][CH2:18][CH2:19][CH2:20]1.[H-:23].[I:25][CH3:26].[Na+:24].[O:27]1[CH2:28][CH2:29][CH2:30][CH2:31]1>>[C:1]([CH3:2])(=[O:3])[N:4]([c:5]1[c:6]([C:7](=[O:8])[O:9][CH3:10])[cH:11][cH:12][c:13]([O:21][CH3:22])[c:14]1[O:15][CH:16]1[CH2:17][CH2:18][CH2:19][CH2:20]1)[CH3:26]. The reactants are C(C1=CC=CC=C1)N1CC[C@H]2C(C3=C(C=C(C=C3[C@H]2C1)Br)C)=O (cis-3-benzyl-6-bromo-8-methyl-1,2,3,4,4a,9a-hexahydro-3-aza-fluoren-9-one), O.NN (hydrazine hydrate). The solvent is C(CO)O (ethylene glycol). Run at temperature 180 celsius. Product: C(C1=CC=CC=C1)N1CCC=2CC3=C(C=C(C=C3C2C1)Br)C (3-Benzyl-6-bromo-8-methyl-2,3,4,9-tetrahydro-1H-3-aza-fluorene). Isolated yield 6.7%. RXN SMILES: [CH2:1]([N:8]1[CH2:20][C@H:19]2[C@H:11]([C:12](=O)[C:13]3[C:18]2=[CH:17][C:16]([Br:21])=[CH:15][C:14]=3[CH3:22])[CH2:10][CH2:9]1)[C:2]1[CH:7]=[CH:6][CH:5]=[CH:4][CH:3]=1.O.NN>C(O)CO>[CH2:1]([N:8]1[CH2:20][C:19]2[C:18]3[C:13](=[C:14]([CH3:22])[CH:15]=[C:16]([Br:21])[CH:17]=3)[CH2:12][C:11]=2[CH2:10][CH2:9]1)[C:2]1[CH:7]=[CH:6][CH:5]=[CH:4][CH:3]=1 |f:1.2|. Reported procedure: To a solution of cis-3-benzyl-6-bromo-8-methyl-1,2,3,4,4a,9a-hexahydro-3-aza-fluoren-9-one (680 mg, 1.8 mmol) in ethylene glycol (9.0 mL) was added hydrazine hydrate (1.8 mL). The reaction mixture was heated at 120° C. for 2 h and at 180° C. for additional 15 h. The reaction was cooled to 20° C., quenched by addition of brine and extracted with CH2Cl2. The organic layer was washed with brine, dried over MgSO4, filtered and concentrated in vacuo. The residue was chromatographed in silica gel colu...